This data is from the Open Reaction Database (ORD), a public repository of structured organic reaction records. The task is: describe an organic reaction: reactants, conditions, products, and yield Reactants: C1CCOC1, COc1ccc(-c2ccc(S(=O)(=O)N(C)C3CC(CSc4nc5ccccc5s4)OC3=O)cc2)cc1, [Li+], [OH-], O. Product: COc1ccc(-c2ccc(S(=O)(=O)N(C)C(CC(O)CSc3nc4ccccc4s3)C(=O)O)cc2)cc1. Reaction SMILES: [CH2:40]1[O:41][CH2:42][CH2:43][CH2:44]1.[CH3:1][N:2]([CH:3]1[C:4](=[O:19])[O:5][CH:6]([CH2:8][S:9][c:10]2[s:11][c:12]3[c:13]([n:14]2)[cH:15][cH:16][cH:17][cH:18]3)[CH2:7]1)[S:20](=[O:21])(=[O:22])[c:23]1[cH:24][cH:25][c:26](-[c:29]2[cH:30][cH:31][c:32]([O:35][CH3:36])[cH:33][cH:34]2)[cH:27][cH:28]1.[Li+:37].[OH-:38].[OH2:39]>>[CH3:1][N:2]([CH:3]([C:4]([OH:19])=[O:38])[CH2:7][CH:6]([OH:5])[CH2:8][S:9][c:10]1[s:11][c:12]2[c:13]([n:14]1)[cH:15][cH:16][cH:17][cH:18]2)[S:20](=[O:21])(=[O:22])[c:23]1[cH:24][cH:25][c:26](-[c:29]2[cH:30][cH:31][c:32]([O:35][CH3:36])[cH:33][cH:34]2)[cH:27][cH:28]1. Starting materials: C(C)C(C(C(=O)[O-])=O)(CC)Br (ethyl-3-bromooxopentanoate), FC(C1=CC=C(C(=S)N)C=C1)(F)F (4-(trifluoromethyl)thiobenzamide), C(C)O (ethanol). Reaction conditions: time 18 hour. Product: CC=1N=C(SC1CC(=O)OCC)C1=CC=C(C=C1)C(F)(F)F (ethyl {4-methyl-2-[4-(trifluoromethyl)phenyl]-1,3-thiazol-5-yl}acetate). RXN SMILES: C([C:3](Br)([CH2:9][CH3:10])[C:4](=O)[C:5]([O-:7])=[O:6])C.[F:12][C:13]([F:24])([F:23])[C:14]1[CH:22]=[CH:21][C:17]([C:18]([NH2:20])=[S:19])=[CH:16][CH:15]=1.[CH2:25](O)[CH3:26]>>[CH3:10][C:9]1[N:20]=[C:18]([C:17]2[CH:21]=[CH:22][C:14]([C:13]([F:12])([F:23])[F:24])=[CH:15][CH:16]=2)[S:19][C:3]=1[CH2:4][C:5]([O:7][CH2:25][CH3:26])=[O:6]. Procedure details: To a solution of ethyl-3-bromooxopentanoate (O. G. Kulinkovich e.t al., Synthesis, 1986, 378–379) (1.26 g) in absolute ethanol (6 ml) was added 4-(trifluoromethyl)thiobenzamide (1.24 g). The reaction was heated to reflux and stirred at this temperature for 18 hours under nitrogen. The mixture was then allowed to cool to room temperature, prior to cooling in ice. This resulted in crystallization of the product which was filtered and washed with ice cold ethanol to afford the title compound as bei... The reactants are CCOCC (ether), NC1=C(C(=NN1C1=C(C=C(C=C1Cl)C(F)(F)F)Cl)C#N)I (5-amino-3-cyano-1-(2,6-dichloro-4-trifluoromethylphenyl)-4-iodopyrazole), C(O)([O-])=O.[Na+] (sodium hydrogen carbonate), FC=1C=C(C=CC1)B(O)O (3-fluorophenylboronic acid). The reagents and catalysts are C=1C=CC(=CC1)[P](C=2C=CC=CC2)(C=3C=CC=CC3)[Pd]([P](C=4C=CC=CC4)(C=5C=CC=CC5)C=6C=CC=CC6)([P](C=7C=CC=CC7)(C=8C=CC=CC8)C=9C=CC=CC9)[P](C=1C=CC=CC1)(C=1C=CC=CC1)C=1C=CC=CC1 (tetrakis(triphenylphosphine)palladium(0)). Solvent: O (water), C1(=CC=CC=C1)C (toluene), C(C)O (ethanol). Yields the product NC1=C(C(=NN1C1=C(C=C(C=C1Cl)C(F)(F)F)Cl)C#N)C1=CC(=CC=C1)F (5-Amino-3-cyano-1-(2,6-dichloro-4-trifluoromethylphenyl)-4-(3-fluorophenyl)pyrazole). Yield: 70.7%. Reaction SMILES: [NH2:1][C:2]1[N:6]([C:7]2[C:12]([Cl:13])=[CH:11][C:10]([C:14]([F:17])([F:16])[F:15])=[CH:9][C:8]=2[Cl:18])[N:5]=[C:4]([C:19]#[N:20])[C:3]=1I.C(=O)([O-])O.[Na+].[F:27][C:28]1[CH:29]=[C:30](B(O)O)[CH:31]=[CH:32][CH:33]=1.CCOCC>C1(C)C=CC=CC=1.C(O)C.C1C=CC([P]([Pd]([P](C2C=CC=CC=2)(C2C=CC=CC=2)C2C=CC=CC=2)([P](C2C=CC=CC=2)(C2C=CC=CC=2)C2C=CC=CC=2)[P](C2C=CC=CC=2)(C2C=CC=CC=2)C2C=CC=CC=2)(C2C=CC=CC=2)C2C=CC=CC=2)=CC=1.O>[NH2:1][C:2]1[N:6]([C:7]2[C:12]([Cl:13])=[CH:11][C:10]([C:14]([F:17])([F:16])[F:15])=[CH:9][C:8]=2[Cl:18])[N:5]=[C:4]([C:19]#[N:20])[C:3]=1[C:32]1[CH:31]=[CH:30][CH:29]=[C:28]([F:27])[CH:33]=1 |f:1.2,^1:55,57,76,95|. Procedure details: To a rapidly stirred solution of 5-amino-3-cyano-1-(2,6-dichloro-4-trifluoromethylphenyl)-4-iodopyrazole (0.335 g) in toluene (2 ml) containing tetrakis(triphenylphosphine)palladium(0) (0.03 g) was added saturated aqueous sodium hydrogen carbonate solution (1 ml) and a solution of 3-fluorophenylboronic acid (0.210 g) in ethanol (1 ml). The mixture was heated under reflux for 6 hours, cooled and then poured into ether (25 ml) and water (25 ml). The organic layer was separated, washed with water (... RXN SMILES: [Cl:1][C:2]1[CH:27]=[CH:26][C:5]([CH2:6][CH:7]2[CH2:11][CH2:10][C:9]3([CH2:16][O:15]C(C)(C)[O:13][CH2:12]3)[C:8]2([CH2:20][N:21]2[CH:25]=[N:24][CH:23]=[N:22]2)[OH:19])=[CH:4][CH:3]=1.N1C=CC=C1>CO.Cl>[Cl:1][C:2]1[CH:27]=[CH:26][C:5]([CH2:6][CH:7]2[C:8]([CH2:20][N:21]3[CH:25]=[N:24][CH:23]=[N:22]3)([OH:19])[C:9]([CH2:12][OH:13])([CH2:16][OH:15])[CH2:10][CH2:11]2)=[CH:4][CH:3]=1 |f:2.3|. Reported procedure: (cis, trans mixture)-2-(4-chlorobenzyl)-8,8-dimethyl-1-[1,2,4]triazole-1-ylmethyl7,9-dioxaspiro[4,5]decane-1-ol (azole derivative (V′), R6═CH3, R7═CH3, Xm=4-Cl, A=N) (359 mg) was dissolved in a 10% hydrogen chloride methanol solution, and was stirred at a room temperature for 23 hours. After the reaction, a solvent was distilled off, and water was added to a residue. A 2 mol/L sodium hydroxide aqueous solution was added to this suspension, and the resultant mixture was stirred at a room temperat... Reactants: ClC1=CC=C(CC2C(C3(CC2)COC(OC3)(C)C)(O)CN3N=CN=C3)C=C1 (2-(4-chlorobenzyl)-8,8-dimethyl-1-[1,2,4]triazole-1-ylmethyl7,9-dioxaspiro[4,5]decane-1-ol), N1C=CC=C1 (azole). Conditions: time 23 hour. The solvent is CO.Cl (hydrogen chloride methanol). Yields the product ClC1=CC=C(CC2CCC(C2(O)CN2N=CN=C2)(CO)CO)C=C1 ((1SR,5RS)-5-(4-chlorobenzyl)-2,2-bishydroxymethyl-1-[1,2,4]triazole-1-ylmethylcyclopentanol). Reactants: C1CCNCC1, COc1cc(C(C)=O)cc(OC)c1OC, CN(C)C=O, O=Cc1c[nH]c2ccc([N+](=O)[O-])cc12. Product: COc1cc(C(=O)C=Cc2c[nH]c3ccc([N+](=O)[O-])cc23)cc(OC)c1OC. RXN SMILES: [CH2:30]1[CH2:31][CH2:32][NH:33][CH2:34][CH2:35]1.[CH3:1][O:2][c:3]1[cH:4][c:5]([C:13]([CH3:14])=[O:15])[cH:6][c:7]([O:11][CH3:12])[c:8]1[O:9][CH3:10].[CH3:36][N:37]([CH3:38])[CH:39]=[O:40].[N+:16](=[O:17])([O-:18])[c:19]1[cH:20][c:21]2[c:22]([CH:28]=[O:29])[cH:23][nH:24][c:25]2[cH:26][cH:27]1>>[CH3:1][O:2][c:3]1[cH:4][c:5]([C:13]([CH:14]=[CH:28][c:22]2[c:21]3[cH:20][c:19]([N+:16](=[O:17])[O-:18])[cH:27][cH:26][c:25]3[nH:24][cH:23]2)=[O:15])[cH:6][c:7]([O:11][CH3:12])[c:8]1[O:9][CH3:10]. The reactants are FC1=C(C2=C(C=CO2)C=C1)Br (6-fluoro-7-bromobenzofuran), C(C1=CC=CC=C1)N1CC(C(CC1)=O)C (1-benzyl-3-methyl-4-oxopiperidine). Yields the product C(C1=CC=CC=C1)N1CC(C(CC1)(C1=C(C=CC=2C=COC21)F)O)C (1-benzyl-3-methyl-4-hydroxy-4-(6-fluorobenzofur-7-yl)piperidine). Isolated yield 59.3%. RXN SMILES: [F:1][C:2]1[CH:10]=[CH:9][C:5]2[CH:6]=[CH:7][O:8][C:4]=2[C:3]=1Br.[CH2:12]([N:19]1[CH2:24][CH2:23][C:22](=[O:25])[CH:21]([CH3:26])[CH2:20]1)[C:13]1[CH:18]=[CH:17][CH:16]=[CH:15][CH:14]=1>>[CH2:12]([N:19]1[CH2:24][CH2:23][C:22]([OH:25])([C:3]2[C:4]3[O:8][CH:7]=[CH:6][C:5]=3[CH:9]=[CH:10][C:2]=2[F:1])[CH:21]([CH3:26])[CH2:20]1)[C:13]1[CH:14]=[CH:15][CH:16]=[CH:17][CH:18]=1. Reported procedure: Beginning with 5.22 gm (24.3 mMol) 6-fluoro-7-bromobenzofuran and 5.19 gm (25.5 mMol) 1-benzyl-3-methyl-4-oxopiperidine, 4.89 gm (59%) of the desired compound were prepared as a mixture of cis- and trans-isomers, essentially as described in EXAMPLE 3. Starting materials: CCOC(=O)c1nc(C(C)C)sc1N, CS(C)=O, O=[N+]([O-])c1ccccc1F, O=C(O)C(F)(F)F, [Li+], [OH-], O. Product: CCOC(=O)c1nc(C(C)C)sc1Nc1ccccc1[N+](=O)[O-]. RXN SMILES: [CH2:1]([CH3:2])[O:3][C:4](=[O:5])[c:6]1[n:7][c:8]([CH:12]([CH3:13])[CH3:14])[s:9][c:10]1[NH2:11].[CH3:34][S:35]([CH3:36])=[O:37].[F:15][c:16]1[c:17]([N+:22](=[O:23])[O-:24])[cH:18][cH:19][cH:20][cH:21]1.[F:27][C:28]([F:29])([F:30])[C:31]([OH:32])=[O:33].[Li+:26].[OH-:25].[OH2:38]>>[CH2:1]([CH3:2])[O:3][C:4](=[O:5])[c:6]1[n:7][c:8]([CH:12]([CH3:13])[CH3:14])[s:9][c:10]1[NH:11][c:16]1[c:17]([N+:22](=[O:23])[O-:24])[cH:18][cH:19][cH:20][cH:21]1. Reactants: NC1=C(C=C(C=C1I)Br)S(=O)(=O)O (2-amino-5-bromo-3-iodobenzenesulphonic acid), C([O-])([O-])=O.[Na+].[Na+] (sodium carbonate), [N+](=O)([O-])C=1C=C(C=CC1)B(O)O (3-nitrobenzeneboronic acid). The reagents and catalysts are C=1C=CC(=CC1)[P](C=2C=CC=CC2)(C=3C=CC=CC3)[Pd]([P](C=4C=CC=CC4)(C=5C=CC=CC5)C=6C=CC=CC6)([P](C=7C=CC=CC7)(C=8C=CC=CC8)C=9C=CC=CC9)[P](C=1C=CC=CC1)(C=1C=CC=CC1)C=1C=CC=CC1 (tetrakis(triphenylphosphine)palladium). Solvent: CN(C=O)C (dimethylformamide), O (water). Run at temperature 70 celsius. Yields the product NC1=C(C=C(C=C1S(=O)(=O)O)Br)C1=CC(=CC=C1)[N+](=O)[O-] (2-amino-5-bromo-3'-nitro[1,1'-biphenyl]-3-sulphonic acid). Isolated yield 80.4%. As a reaction SMILES: [NH2:1][C:2]1[C:7](I)=[CH:6][C:5]([Br:9])=[CH:4][C:3]=1[S:10]([OH:13])(=[O:12])=[O:11].C(=O)([O-])[O-].[Na+].[Na+].[N+:20]([C:23]1[CH:24]=[C:25](B(O)O)[CH:26]=[CH:27][CH:28]=1)([O-:22])=[O:21]>CN(C)C=O.O.C1C=CC([P]([Pd]([P](C2C=CC=CC=2)(C2C=CC=CC=2)C2C=CC=CC=2)([P](C2C=CC=CC=2)(C2C=CC=CC=2)C2C=CC=CC=2)[P](C2C=CC=CC=2)(C2C=CC=CC=2)C2C=CC=CC=2)(C2C=CC=CC=2)C2C=CC=CC=2)=CC=1>[NH2:1][C:2]1[C:3]([S:10]([OH:13])(=[O:12])=[O:11])=[CH:4][C:5]([Br:9])=[CH:6][C:7]=1[C:27]1[CH:26]=[CH:25][CH:24]=[C:23]([N+:20]([O-:22])=[O:21])[CH:28]=1 |f:1.2.3,^1:41,43,62,81|. Procedure: To a solution of 1.9 g (5 mmol) of 2-amino-5-bromo-3-iodobenzenesulphonic acid and 1.6 g (15 mmol) of sodium carbonate in 25 ml of dimethylformamide and 12.5 ml of water are added successively, under a nitrogen atmosphere, 0.231 g (0.2 mmol) of tetrakis(triphenylphosphine)palladium (0) and 1.42 g (8.5 mmol) of 3-nitrobenzeneboronic acid. The reaction medium is heated for 2 hours at 70° C. and is concentrated under reduced pressure. The residue thus obtained is purified by chromatography on an RP...